This data is from the Open Reaction Database (ORD), a public repository of structured organic reaction records. The task is: describe an organic reaction: reactants, conditions, products, and yield Starting materials: C(C)(C)(C)OC(NC1=C(C=C(C=C1)C(F)(F)F)N)=O ((2-amino-4-trifluoromethyl-phenyl)-carbamic acid tert-butyl ester), C(C)(C)(C)OC(CC(=O)C1=CC(=CC=C1)C1=CC(=NC=C1)CC(C)C)=O (3-[3-(2-isobutyl-pyridin-4-yl)-phenyl]-3-oxo-propionic acid tert-butyl ester). Procedure: The title compound was prepared from (2-amino-4-trifluoromethyl-phenyl)-carbamic acid tert-butyl ester (Example J3) (193 mg, 0.70 mmol) and 3-[3-(2-isobutyl-pyridin-4-yl)-phenyl]-3-oxo-propionic acid tert-butyl ester (Example K37) (247 mg, 0.70 mmol) according to the general procedure M. Obtained as an off-white solid (260 mg, 67%). Product: C(C)(C)(C)OC(NC1=C(C=C(C=C1)C(F)(F)F)NC(CC(=O)C1=CC(=CC=C1)C1=CC(=NC=C1)CC(C)C)=O)=O ((2-{3-[3-(2-Isobutyl-pyridin-4-yl)-phenyl]-3-oxo-propionylamino}-4-trifluoromethyl-phenyl)-carbamic acid tert-butyl ester), solid. As a reaction SMILES: [C:1]([O:5][C:6](=[O:19])[NH:7][C:8]1[CH:13]=[CH:12][C:11]([C:14]([F:17])([F:16])[F:15])=[CH:10][C:9]=1[NH2:18])([CH3:4])([CH3:3])[CH3:2].C([O:24][C:25](=O)[CH2:26][C:27]([C:29]1[CH:34]=[CH:33][CH:32]=[C:31]([C:35]2[CH:40]=[CH:39][N:38]=[C:37]([CH2:41][CH:42]([CH3:44])[CH3:43])[CH:36]=2)[CH:30]=1)=[O:28])(C)(C)C>>[C:1]([O:5][C:6](=[O:19])[NH:7][C:8]1[CH:13]=[CH:12][C:11]([C:14]([F:17])([F:16])[F:15])=[CH:10][C:9]=1[NH:18][C:25](=[O:24])[CH2:26][C:27]([C:29]1[CH:34]=[CH:33][CH:32]=[C:31]([C:35]2[CH:40]=[CH:39][N:38]=[C:37]([CH2:41][CH:42]([CH3:43])[CH3:44])[CH:36]=2)[CH:30]=1)=[O:28])([CH3:4])([CH3:2])[CH3:3]. Isolated yield 67.0%. The product is CCC(=O)N(c1ccc(Cl)cc1)C1CC(C)N(C(=O)c2ccc(F)cc2)c2ccc(OCC(N)=O)cc21. As a reaction SMILES: [CH3:1][O:2][C:3]([CH2:4][O:5][c:6]1[cH:7][c:8]2[c:13]([cH:14][cH:15]1)[N:12]([C:16]([c:17]1[cH:18][cH:19][c:20]([F:23])[cH:21][cH:22]1)=[O:24])[CH:11]([CH3:25])[CH2:10][CH:9]2[N:26]([C:27]([CH2:28][CH3:29])=[O:30])[c:31]1[cH:32][cH:33][c:34]([Cl:37])[cH:35][cH:36]1)=[O:38].[CH3:40][OH:41].[NH3:39]>>[O:2]=[C:3]([CH2:4][O:5][c:6]1[cH:7][c:8]2[c:13]([cH:14][cH:15]1)[N:12]([C:16]([c:17]1[cH:18][cH:19][c:20]([F:23])[cH:21][cH:22]1)=[O:24])[CH:11]([CH3:25])[CH2:10][CH:9]2[N:26]([C:27]([CH2:28][CH3:29])=[O:30])[c:31]1[cH:32][cH:33][c:34]([Cl:37])[cH:35][cH:36]1)[NH2:39]. The reactants are CCC(=O)N(c1ccc(Cl)cc1)C1CC(C)N(C(=O)c2ccc(F)cc2)c2ccc(OCC(=O)OC)cc21, CO, N.